From a dataset of the Open Reaction Database (ORD), a public repository of structured organic reaction records. describe an organic reaction: reactants, conditions, products, and yield Starting materials: FC1=CC=C(C(=O)\N=C\2/NC3=C(N2[C@H]2CC[C@H](CC2)C(=O)OC)C=C(C=C3)CO)C=C1 (cis-methyl 4-((E)-2-(4-fluorobenzoylimino)-6-(hydroxymethyl)-2,3-dihydro-1H-benzo[d]imidazol-1-yl)cyclohexanecarboxylate), N1CCC(CC1)CNC(OC(C)(C)C)=O (tert-butyl piperidin-4-ylmethylcarbamate). Yields the product C(C)(C)(C)OC(=O)NCC1CCN(CC1)CC=1C=CC2=C(N(/C(/N2)=N/C(C2=CC=C(C=C2)F)=O)[C@H]2CC[C@H](CC2)C(=O)OC)C1 (cis-Methyl 4-((E)-6-((4-((tert-butoxycarbonylamino)methyl)piperidin-1-yl)methyl)-2-(4-fluorobenzoylimino)-2,3-dihydro-1H-benzo[d]imidazol-1-yl)cyclohexanecarboxylate), FC1=CC=C(C(=O)\N=C\2/NC3=C(N2[C@H]2CC[C@H](CC2)C(=O)OC)C=C(C=C3)CN3CCCCC3)C=C1 (cis-methyl 4-((E)-2-(4-fluorobenzoylimino)-6-(piperidin-1-ylmethyl)-2,3-dihydro-1H-benzo[d]imidazol-1-yl)cyclohexanecarboxylate). Isolated yield 77.0%. As a reaction SMILES: [F:1][C:2]1[CH:31]=[CH:30][C:5]([C:6](/[N:8]=[C:9]2\[NH:10][C:11]3[CH:27]=[CH:26][C:25]([CH2:28]O)=[CH:24][C:12]=3[N:13]\2[C@@H:14]2[CH2:19][CH2:18][C@H:17]([C:20]([O:22][CH3:23])=[O:21])[CH2:16][CH2:15]2)=[O:7])=[CH:4][CH:3]=1.[NH:32]1[CH2:37][CH2:36][CH:35]([CH2:38][NH:39][C:40](=[O:46])[O:41][C:42]([CH3:45])([CH3:44])[CH3:43])[CH2:34][CH2:33]1>>[C:42]([O:41][C:40]([NH:39][CH2:38][CH:35]1[CH2:36][CH2:37][N:32]([CH2:28][C:25]2[CH:26]=[CH:27][C:11]3[NH:10]/[C:9](=[N:8]\[C:6](=[O:7])[C:5]4[CH:4]=[CH:3][C:2]([F:1])=[CH:31][CH:30]=4)/[N:13]([C@@H:14]4[CH2:15][CH2:16][C@H:17]([C:20]([O:22][CH3:23])=[O:21])[CH2:18][CH2:19]4)[C:12]=3[CH:24]=2)[CH2:33][CH2:34]1)=[O:46])([CH3:43])([CH3:45])[CH3:44].[F:1][C:2]1[CH:31]=[CH:30][C:5]([C:6](/[N:8]=[C:9]2\[NH:10][C:11]3[CH:27]=[CH:26][C:25]([CH2:28][N:32]4[CH2:37][CH2:36][CH2:35][CH2:34][CH2:33]4)=[CH:24][C:12]=3[N:13]\2[C@@H:14]2[CH2:15][CH2:16][C@H:17]([C:20]([O:22][CH3:23])=[O:21])[CH2:18][CH2:19]2)=[O:7])=[CH:4][CH:3]=1. Procedure details: The title compound was prepared from cis-methyl 4-((E)-2-(4-fluorobenzoylimino)-6-(hydroxymethyl)-2,3-dihydro-1H-benzo[d]imidazol-1-yl)cyclohexanecarboxylate and tert-butyl piperidin-4-ylmethylcarbamate using a method analogous to the preparation of cis-methyl 4-((E)-2-(4-fluorobenzoylimino)-6-(piperidin-1-ylmethyl)-2,3-dihydro-1H-benzo[d]imidazol-1-yl)cyclohexanecarboxylate (45 mg, 77% yield). MS m/z=622.2 [M+H]. Calc'd for C34H44FN5O5: 621.3. Starting materials: C(C)(=O)O[C@H]1C(SC[C@H]([C@@H]1OC(C)=O)OC(C)=O)Br (2,3,4-tri-O-acetyl-5-thio-D-xylopyranosyl bromide), OC1=CC=CC=2N(C=NC21)C (4-hydroxy-1-methyl-1H-benzimidazole). The product is C(C)(=O)O[C@H]1[C@H](OC2=CC=CC=3N(C=NC32)C)SC[C@H]([C@@H]1OC(C)=O)OC(C)=O (1-methyl-1H-benzimidazol-4-yl 2,3,4-tri-O-acetyl-5-thio-β-D-xylopyranoside). Isolated yield 38.0%. As a reaction SMILES: [C:1]([O:4][C@@H:5]1[C@@H:10]([O:11][C:12](=[O:14])[CH3:13])[C@H:9]([O:15][C:16](=[O:18])[CH3:17])[CH2:8][S:7][CH:6]1Br)(=[O:3])[CH3:2].[OH:20][C:21]1[C:29]2[N:28]=[CH:27][N:26]([CH3:30])[C:25]=2[CH:24]=[CH:23][CH:22]=1>>[C:1]([O:4][C@@H:5]1[C@@H:10]([O:11][C:12](=[O:14])[CH3:13])[C@H:9]([O:15][C:16](=[O:18])[CH3:17])[CH2:8][S:7][C@H:6]1[O:20][C:21]1[C:29]2[N:28]=[CH:27][N:26]([CH3:30])[C:25]=2[CH:24]=[CH:23][CH:22]=1)(=[O:3])[CH3:2]. Procedure details: By carrying out the process in a manner similar to example 7, starting from 2,3,4-tri-O-acetyl-5-thio-D-xylopyranosyl bromide and 4-hydroxy-1-methyl-1H-benzimidazole, the desired product is obtained in the form of a white solid with a yield of 38%. The product obtained is used directly in the deacetylation step. The reactants are CC(=O)OCC(=O)C1(OC(C)=O)C(C)CC2C3CC(F)C4=CC(=O)CCC4(C)C3=CCC21C, C1COCCO1. The product is CC(=O)OCC(=O)C1(OC(C)=O)C(C)CC2C3CC(F)C4=CC(=O)C=CC4(C)C3=CCC21C. Reaction SMILES: [F:1][CH:2]1[CH2:3][CH:4]2[CH:5]3[CH2:6][CH:7]([CH3:33])[C:8]([C:9]([CH2:10][O:11][C:12]([CH3:13])=[O:14])=[O:15])([O:29][C:30]([CH3:31])=[O:32])[C:16]3([CH3:28])[CH2:17][CH:18]=[C:19]2[C:20]2([CH3:27])[CH2:21][CH2:22][C:23](=[O:26])[CH:24]=[C:25]12.[O:34]1[CH2:35][CH2:36][O:37][CH2:38][CH2:39]1>>[F:1][CH:2]1[CH2:3][CH:4]2[CH:5]3[CH2:6][CH:7]([CH3:33])[C:8]([C:9]([CH2:10][O:11][C:12]([CH3:13])=[O:14])=[O:15])([O:29][C:30]([CH3:31])=[O:32])[C:16]3([CH3:28])[CH2:17][CH:18]=[C:19]2[C:20]2([CH3:27])[CH:21]=[CH:22][C:23](=[O:26])[CH:24]=[C:25]12. The solvent is C(C)OCC (diethyl ether). The product is CC1=NC(=NC(=C1[N+](=O)[O-])C)O (4,6-Dimethyl-5-nitropyrimidin-2-ol). Isolated yield 96.5%. Reactants: CC1=NC(=NC(=C1)C)O (4,6-Dimethylpyrimidin-2-ol), S(O)(O)(=O)=O (sulfuric acid), [N+](=O)([O-])[O-].[K+] (potassium nitrate). As a reaction SMILES: [CH3:1][C:2]1[CH:7]=[C:6]([CH3:8])[N:5]=[C:4]([OH:9])[N:3]=1.S(=O)(=O)(O)O.[N+:15]([O-])([O-:17])=[O:16].[K+]>C(OCC)C>[CH3:1][C:2]1[C:7]([N+:15]([O-:17])=[O:16])=[C:6]([CH3:8])[N:5]=[C:4]([OH:9])[N:3]=1 |f:2.3|. Conditions: time 24 hour. Reported procedure: 4,6-Dimethylpyrimidin-2-ol (10.0 g, 80.6 mmol) was added to sulfuric acid (80 mL) at 0° C. Then potassium nitrate (16.29 g, 161.1 mmol), was added to the reaction mixture at 0° C. The mixture was stirred at room temperature for 24 hr. The reaction mixture was poured slowly into diethyl ether (1000 mL) at 0° C. The precipitated solid was collected by filtration and washed with diethyl ether. A suspension of the solid in ethanol (50.0 mL) was neutralized with sodium hydrogen carbonate at room temp... Reactants: NC1=NNC2=CC=C(C=C12)C1=NC(NC(=C1)C1=C(C=CC=C1)OCC(C)C)=O (4-(3-amino-1H-indazol-5-yl)-6-(2-isobutoxyphenyl)pyrimidin-2(1H)-one), C(C1=CC(=CC=C1)OC)=O (m-anisaldehyde), C(#N)[BH3-].[Na+] (sodium cyanoborohydride). Reagents/catalysts: C(C)(=O)O (acetic acid). The solvent is CN(C=O)C (dimethylformamide). Conditions: temperature 50 celsius, time 1 hour. Yields the product COC=1C=C(C=CC1)CNC1=NNC2=CC=C(C=C12)C1=NC(NC(=C1)C1=C(C=CC=C1)OCC(C)C)=O (4-[3-({[3-(methyloxy)phenyl]methyl}amino)-1H-indazol-5-yl]-6-{2-[(2-methylpropyl)oxy]phenyl}pyrimidin-2(1H)-one). Yield: 23.1%. As a reaction SMILES: [NH2:1][C:2]1[C:10]2[C:5](=[CH:6][CH:7]=[C:8]([C:11]3[CH:16]=[C:15]([C:17]4[CH:22]=[CH:21][CH:20]=[CH:19][C:18]=4[O:23][CH2:24][CH:25]([CH3:27])[CH3:26])[NH:14][C:13](=[O:28])[N:12]=3)[CH:9]=2)[NH:4][N:3]=1.[CH:29](=O)[C:30]1[CH:35]=[CH:34][CH:33]=[C:32]([O:36][CH3:37])[CH:31]=1.C([BH3-])#N.[Na+]>C(O)(=O)C.CN(C)C=O>[CH3:37][O:36][C:32]1[CH:31]=[C:30]([CH2:29][NH:1][C:2]2[C:10]3[C:5](=[CH:6][CH:7]=[C:8]([C:11]4[CH:16]=[C:15]([C:17]5[CH:22]=[CH:21][CH:20]=[CH:19][C:18]=5[O:23][CH2:24][CH:25]([CH3:26])[CH3:27])[NH:14][C:13](=[O:28])[N:12]=4)[CH:9]=3)[NH:4][N:3]=2)[CH:35]=[CH:34][CH:33]=1 |f:2.3|. Procedure details: To a 50 mL round bottom flask were added commercially available 4-(3-amino-1H-indazol-5-yl)-6-(2-isobutoxyphenyl)pyrimidin-2(1H)-one (130 mg, 0.35 mmol), m-anisaldehyde (420 μL, 3.5 mmol, 10 eq), dimethylformamide (10 mL) and glacial acetic acid (10 drops). The reaction mixture was heated to 50° C. in an oil bath and stirred for 1 h. The mixture was allowed to cool before adding sodium cyanoborohydride (1M THF solution (Aldrich), 3 mL, 3 mmol) and subsequently stirred at room temperature for 1 h... RXN SMILES: [Cl:1][C:2]1[CH:7]=[CH:6][C:5]([C:8]2[CH:17]=[CH:16][C:15]3[C:10](=[CH:11][CH:12]=[C:13]([C:18](C)([C:22](O)=O)[C:19]([OH:21])=[O:20])[CH:14]=3)[N:9]=2)=[CH:4][CH:3]=1>C(OCC)(=O)C>[Cl:1][C:2]1[CH:7]=[CH:6][C:5]([C:8]2[CH:17]=[CH:16][C:15]3[C:10](=[CH:11][CH:12]=[C:13]([CH:18]([CH3:22])[C:19]([OH:21])=[O:20])[CH:14]=3)[N:9]=2)=[CH:4][CH:3]=1. Solvent: C(C)(=O)OCC (ethyl acetate). Procedure details: 10 g of 2-(p-chlorophenyl)-α-methyl-6-quinolinemalonic acid are heated to 190°C for 20 minutes. The melt is cooled and dissolved in ethyl acetate, and the solution is extracted with 0.5 N sodium carbonate solution. The sodium carbonate extracts are adjusted to pH 5 and extracted with ethyl acetate. The ethyl acetate extracts, on evaporation and recrystallisation of the residue from ethyl acetate-petroleum ether, yield 2-(p-chlorphenyl)-α-methyl-6-quinolineacetic acid of melting point 188°-189°C. Reactants: ClC1=CC=C(C=C1)C1=NC2=CC=C(C=C2C=C1)C(C(=O)O)(C(=O)O)C (2-(p-chlorophenyl)-α-methyl-6-quinolinemalonic acid). Yields the product ClC1=CC=C(C=C1)C1=NC2=CC=C(C=C2C=C1)C(C(=O)O)C (2-(p-chlorphenyl)-α-methyl-6-quinolineacetic acid).